From a dataset of the Open Reaction Database (ORD), a public repository of structured organic reaction records. describe an organic reaction: reactants, conditions, products, and yield Product: CCOc1ccc(CCNCCNc2cc(Nc3c(C)cc(C)cc3C)nc(C)n2)cc1OC. The reactants are CCOc1ccc(CC(=O)NCCNc2cc(Nc3c(C)cc(C)cc3C)nc(C)n2)cc1OC, C1CCOC1. Reaction SMILES: [CH2:1]([CH3:2])[O:3][c:4]1[c:5]([O:34][CH3:35])[cH:6][c:7]([CH2:10][C:11](=[O:12])[NH:13][CH2:14][CH2:15][NH:16][c:17]2[n:18][c:19]([CH3:33])[n:20][c:21]([NH:23][c:24]3[c:25]([CH3:32])[cH:26][c:27]([CH3:31])[cH:28][c:29]3[CH3:30])[cH:22]2)[cH:8][cH:9]1.[CH2:36]1[O:37][CH2:38][CH2:39][CH2:40]1>>[CH2:1]([CH3:2])[O:3][c:4]1[c:5]([O:34][CH3:35])[cH:6][c:7]([CH2:10][CH2:11][NH:13][CH2:14][CH2:15][NH:16][c:17]2[n:18][c:19]([CH3:33])[n:20][c:21]([NH:23][c:24]3[c:25]([CH3:32])[cH:26][c:27]([CH3:31])[cH:28][c:29]3[CH3:30])[cH:22]2)[cH:8][cH:9]1. Starting materials: CC(C)Oc1ccc(C#N)cc1Br, CCO, NO. Yields the product CC(C)Oc1ccc(C(N)=NO)cc1Br. Reaction SMILES: [Br:1][c:2]1[cH:3][c:4]([C:5]#[N:6])[cH:7][cH:8][c:9]1[O:10][CH:11]([CH3:12])[CH3:13].[CH3:16][CH2:17][OH:18].[NH2:14][OH:15]>>[Br:1][c:2]1[cH:3][c:4]([C:5]([NH2:6])=[N:14][OH:15])[cH:7][cH:8][c:9]1[O:10][CH:11]([CH3:12])[CH3:13]. Reactants: C=C (ethylene), C[Al]1OCCCC1 (methylalumoxane), [H][H] (Hydrogen), C=C (ethylene), C=CCCCCCC (1-octene). Solvent: CCCCCC (hexane), C1(=CC=CC=C1)C (toluene), alkanes. The product is C=C.C=CCCCCCC (Ethylene/1-Octene). RXN SMILES: [CH2:1]=[CH:2][CH2:3][CH2:4][CH2:5][CH2:6][CH2:7][CH3:8].[H][H].C=C.C[Al]1CCCCO1>CCCCCC.C1(C)C=CC=CC=1>[CH2:1]=[CH2:2].[CH2:1]=[CH:2][CH2:3][CH2:4][CH2:5][CH2:6][CH2:7][CH3:8] |f:6.7|. Reported procedure: All liquid and gas feeds were passed through columns of alumina and a decontaminant (Q-5™ catalyst available from Englehardt Chemicals Inc.) prior to introduction into the reactor. Catalyst components are handled in a glovebox containing an atmosphere of argon or nitrogen. A stirred 2.0 liter reactor is charged with 740 g of mixed alkanes solvent and 118 g of 1-octene comonomer. Hydrogen (25 psi, 170 kPa) is added as a molecular weight control agent by differential pressure expansion from a 75 m... The reactants are triacetoxy sodium borohydride, C1(CCCCC1)C=O (Cyclohexanecarboxaldehyde), Cl.C(C)NCC (diethylamine hydrochloride), C(C)(=O)O (acetic acid), [OH-].[Na+] (sodium hydroxide). The solvent is C(Cl)Cl (methylene chloride), C(Cl)Cl (methylene chloride). Run at time 8 hour. The product is C1(CCCCC1)CNCC (cyclohexylmethyl-ethyl-amine). The yield is 83.8%. RXN SMILES: [CH:1]1([CH:7]=O)[CH2:6][CH2:5][CH2:4][CH2:3][CH2:2]1.Cl.[CH2:10]([NH:12]CC)[CH3:11].C(O)(=O)C.[OH-].[Na+]>C(Cl)Cl>[CH:1]1([CH2:7][NH:12][CH2:10][CH3:11])[CH2:6][CH2:5][CH2:4][CH2:3][CH2:2]1 |f:1.2,4.5|. Procedure: Cyclohexanecarboxaldehyde (38 g), diethylamine hydrochloride (55 g) and acetic acid (29 ml) are dissolved in methylene chloride (500 ml) and thereto is added triacetoxy sodium borohydride (71.8 g) at room temperature and the mixture is stirred at room temperature overnight. To the reaction solution are added a 2N-aqueous sodium hydroxide solution and methylene chloride, and the mixture is separated, and the organic layer is washed with a saturated brine, dried over magnesium sulfate, and the mix... Starting materials: CC(OS(C)(=O)=O)c1cc(N(COCC[Si](C)(C)C)COCC[Si](C)(C)C)n2ncc(-c3cnc4ccc(F)cc4c3)c2n1, CS(C)=O, CCN(C(C)C)C(C)C, [N-]=[N+]=[N-], [Na+]. Product: CC(N=[N+]=[N-])c1cc(N(COCC[Si](C)(C)C)COCC[Si](C)(C)C)n2ncc(-c3cnc4ccc(F)cc4c3)c2n1. Reaction SMILES: [CH3:1][S:2]([O:3][CH:6]([CH3:7])[c:8]1[n:9][c:10]2[n:11]([c:12]([N:14]([CH2:15][O:16][CH2:17][CH2:18][Si:19]([CH3:20])([CH3:21])[CH3:22])[CH2:23][O:24][CH2:25][CH2:26][Si:27]([CH3:28])([CH3:29])[CH3:30])[cH:13]1)[n:31][cH:32][c:33]2-[c:34]1[cH:35][n:36][c:37]2[cH:38][cH:39][c:40]([F:44])[cH:41][c:42]2[cH:43]1)(=[O:4])=[O:5].[CH3:58][S:59]([CH3:60])=[O:61].[CH:45]([N:46]([CH2:47][CH3:48])[CH:49]([CH3:50])[CH3:51])([CH3:52])[CH3:53].[N-:55]=[N+:56]=[N-:57].[Na+:54]>>[CH:6]([CH3:7])([c:8]1[n:9][c:10]2[n:11]([c:12]([N:14]([CH2:15][O:16][CH2:17][CH2:18][Si:19]([CH3:20])([CH3:21])[CH3:22])[CH2:23][O:24][CH2:25][CH2:26][Si:27]([CH3:28])([CH3:29])[CH3:30])[cH:13]1)[n:31][cH:32][c:33]2-[c:34]1[cH:35][n:36][c:37]2[cH:38][cH:39][c:40]([F:44])[cH:41][c:42]2[cH:43]1)[N:55]=[N+:56]=[N-:57]. The reactants are CN(S(=O)(=O)C=1C=2C3=C(C(NC3=CC1)=S)C=CC2)C (1,2-dihydro-N,N-dimethyl-2-thioxobenz[cd]indole-6-sulfonamide), N1(C=NC=C1)CCCN (3-(1H-imidazol-1-yl)propanamine), mercuric acetate. The solvent is C(C)O (ethanol). Yields the product N1(C=NC=C1)CCCNC1=NC2=CC=C(C=3C2=C1C=CC3)S(=O)(=O)N(C)C (2-[[3-(1H-Imidazol-1-yl)propyl]amino]-N,N-dimethylbenz[cd]indol-6-sulfonamide). Yield: 41.2%. RXN SMILES: [CH3:1][N:2]([CH3:19])[S:3]([C:6]1[C:7]2[C:8]3[C:12](=[CH:13][CH:14]=1)[NH:11][C:10](=S)[C:9]=3[CH:16]=[CH:17][CH:18]=2)(=[O:5])=[O:4].[N:20]1([CH2:25][CH2:26][CH2:27][NH2:28])[CH:24]=[CH:23][N:22]=[CH:21]1>C(O)C>[N:20]1([CH2:25][CH2:26][CH2:27][NH:28][C:10]2[C:9]3[CH:16]=[CH:17][CH:18]=[C:7]4[C:8]=3[C:12](=[CH:13][CH:14]=[C:6]4[S:3]([N:2]([CH3:19])[CH3:1])(=[O:5])=[O:4])[N:11]=2)[CH:24]=[CH:23][N:22]=[CH:21]1. Procedure details: A mixture 5 g of 1,2-dihydro-N,N-dimethyl-2-thioxobenz[cd]indole-6-sulfonamide, 2.3 g of 3-(1H-imidazol-1-yl)propanamine, 100 ml of ethanol and 5.4 g of mercuric acetate was reacted as described in Example 1, giving 2.7 g of the desired product, mp 199°-201° C. Starting materials: C(C=CC1=CC=CC=C1)=O (cinnamaldehyde), C(#N)CC(=O)[N-]CC1=CC(=C(C=C1)O)O (N-(cyanoacetyl)3,4-dihydroxybenzylamide). Product: OC=1C=C(CNC(=O)\C(\C#N)=C\C=C\C2=CC=CC=C2)C=CC1O ((E,E)-2-(3,4-Dihydroxybenzylaminocarbonyl)-3-styrylacrylonitrile). Reaction SMILES: [CH:1](=O)[CH:2]=[CH:3][C:4]1[CH:9]=[CH:8][CH:7]=[CH:6][CH:5]=1.[C:11]([CH2:13][C:14]([N-:16][CH2:17][C:18]1[CH:23]=[CH:22][C:21]([OH:24])=[C:20]([OH:25])[CH:19]=1)=[O:15])#[N:12]>>[OH:25][C:20]1[CH:19]=[C:18]([CH:23]=[CH:22][C:21]=1[OH:24])[CH2:17][NH:16][C:14](/[C:13](=[CH:1]/[CH:2]=[CH:3]/[C:4]1[CH:9]=[CH:8][CH:7]=[CH:6][CH:5]=1)/[C:11]#[N:12])=[O:15]. Procedure details: The compound was prepared as described in Example 3 by adding cinnamaldehyde (0.018 ml, 0.14 mmol) to N-(cyanoacetyl)3,4-dihydroxybenzylamide (Example 2, 0.03 g, 0.14 mmol). Afer refluxing for 2 h and recrystallization from ethanol, a yellow solid was obtained (0.027 g, 59%). The product gave the following analytical data: Starting materials: CS(=O)(=O)[O-], [K+], [NH4+], O=[N+]([O-])[O-], [OH-], O=S(=O)(O)O, c1ccc(C2=NCc3n[nH]nc3-c3ccccc32)cc1. The product is O=[N+]([O-])c1cccc(C2=NCc3n[nH]nc3-c3ccccc32)c1. Reaction SMILES: [CH3:1][S:2](=[O:3])(=[O:4])[O-:5].[K+:26].[NH4+:31].[O-:27][N+:28]([O-:29])=[O:30].[OH-:32].[S:33](=[O:34])(=[O:35])([OH:36])[OH:37].[c:6]1([C:12]2=[N:13][CH2:14][c:15]3[c:16]([n:23][nH:24][n:25]3)-[c:17]3[c:18]2[cH:19][cH:20][cH:21][cH:22]3)[cH:7][cH:8][cH:9][cH:10][cH:11]1>>[c:6]1([C:12]2=[N:13][CH2:14][c:15]3[c:16]([n:23][nH:24][n:25]3)-[c:17]3[c:18]2[cH:19][cH:20][cH:21][cH:22]3)[cH:7][cH:8][cH:9][c:10]([N+:28](=[O:27])[O-:29])[cH:11]1. RXN SMILES: [CH2:1]([NH:7][S:8]([C:11]1[C:16]([Cl:17])=[CH:15][CH:14]=[C:13]([N+:18]([O-:20])=[O:19])[C:12]=1Cl)(=[O:10])=[O:9])[C@H:2]1[O:6][CH2:5][CH2:4][CH2:3]1.[H-].[Na+].[OH2:24]>>[CH2:1]([NH:7][S:8]([C:11]1[C:16]([Cl:17])=[CH:15][CH:14]=[C:13]([N+:18]([O-:20])=[O:19])[C:12]=1[OH:24])(=[O:10])=[O:9])[C@H:2]1[O:6][CH2:5][CH2:4][CH2:3]1 |f:1.2|. The product is C([C@@H]1CCCO1)NS(=O)(=O)C1=C(C(=CC=C1Cl)[N+](=O)[O-])O (N-((2S)-Tetrahydrofurfuryl)-6-chloro-2-hydroxy-3-nitrobenzenesulfonamide). Procedure details: Following the general hydrolysis procedure outlined in example 15, N-((2S)-tetrahydrofurfuryl)-2,6-dichloro-3-nitrobenzenesulfonamide (1.12 g, 3.15 mmol), 80% NaH (284 mg, 9.47 mmol) and water (0.057 mL, 3.16 mmol) were reacted to form the desired product (280 mg, 26%). EI-MS m/z 335(M-H)−. The reactants are C([C@@H]1CCCO1)NS(=O)(=O)C1=C(C(=CC=C1Cl)[N+](=O)[O-])Cl (N-((2S)-tetrahydrofurfuryl)-2,6-dichloro-3-nitrobenzenesulfonamide), [H-].[Na+] (NaH), O (water). Isolated yield 26.4%.